Dataset: the Open Reaction Database (ORD), a public repository of structured organic reaction records. Task: describe an organic reaction: reactants, conditions, products, and yield Starting materials: C1CCOC1, CO, O=[N+]([O-])c1ccc2nc(-c3ccccc3)ccc2c1. Yields the product Nc1ccc2nc(-c3ccccc3)ccc2c1. Reaction SMILES: [CH2:20]1[O:21][CH2:22][CH2:23][CH2:24]1.[CH3:25][OH:26].[c:1]1(-[c:7]2[n:8][c:9]3[cH:10][cH:11][c:12]([N+:17]([O-:18])=[O:19])[cH:13][c:14]3[cH:15][cH:16]2)[cH:2][cH:3][cH:4][cH:5][cH:6]1>>[c:1]1(-[c:7]2[n:8][c:9]3[cH:10][cH:11][c:12]([NH2:17])[cH:13][c:14]3[cH:15][cH:16]2)[cH:2][cH:3][cH:4][cH:5][cH:6]1. The reactants are CC(C)(C)O, CC(=O)c1ccc(C(=O)O)cc1, CCN=C=NCCCN(C)C, ClCCl, CN1CCOCC1, CN(C)c1ccncc1, Cl. Yields the product CC(=O)c1ccc(C(=O)OC(C)(C)C)cc1. As a reaction SMILES: [C:13]([CH3:14])([CH3:15])([CH3:16])[OH:17].[C:1]([CH3:2])(=[O:3])[c:4]1[cH:5][cH:6][c:7]([C:8](=[O:9])[OH:10])[cH:11][cH:12]1.[CH2:26]([N:27]=[C:28]=[N:29][CH2:30][CH2:31][CH2:32][N:33]([CH3:34])[CH3:35])[CH3:36].[CH2:37]([Cl:38])[Cl:39].[CH3:18][N:19]1[CH2:20][CH2:21][O:22][CH2:23][CH2:24]1.[CH3:40][N:41]([CH3:42])[c:43]1[cH:44][cH:45][n:46][cH:47][cH:48]1.[ClH:25]>>[C:1]([CH3:2])(=[O:3])[c:4]1[cH:5][cH:6][c:7]([C:8](=[O:9])[O:10][C:13]([CH3:14])([CH3:15])[CH3:16])[cH:11][cH:12]1. The reactants are O=C([O-])[O-], COc1ccc(-c2c[nH]c3ncccc23)cc1C#N, CS(C)=O, [K+], [K+], O, OO. Yields the product COc1ccc(-c2c[nH]c3ncccc23)cc1C(N)=O. As a reaction SMILES: [C:20]([O-:21])(=[O:22])[O-:23].[CH3:1][O:2][c:3]1[c:4]([C:5]#[N:6])[cH:7][c:8](-[c:11]2[cH:12][nH:13][c:14]3[n:15][cH:16][cH:17][cH:18][c:19]23)[cH:9][cH:10]1.[CH3:28][S:29](=[O:30])[CH3:31].[K+:24].[K+:25].[OH2:32].[OH:26][OH:27]>>[CH3:1][O:2][c:3]1[c:4]([C:5]([NH2:6])=[O:21])[cH:7][c:8](-[c:11]2[cH:12][nH:13][c:14]3[n:15][cH:16][cH:17][cH:18][c:19]23)[cH:9][cH:10]1.